Task: describe an organic reaction: reactants, conditions, products, and yield. Dataset: the Open Reaction Database (ORD), a public repository of structured organic reaction records The reactants are COC1=C(C=C(C=C1)C1=NN(C(=C1Br)C)C)C (3-(4-methoxy-3-methyl-phenyl)-4-bromo-1,5-dimethyl-1H-pyrazole), O1CCOCC1 (1,4-dioxane), CB(O)O (methylboronic acid), P(=O)([O-])([O-])[O-].[K+].[K+].[K+] (potassium phosphate). Reagents/catalysts: ClCCl.[Pd](Cl)Cl.C1(=CC=CC=C1)P([C-]1C=CC=C1)C1=CC=CC=C1.[C-]1(C=CC=C1)P(C1=CC=CC=C1)C1=CC=CC=C1.[Fe+2] (1,1′-bis(diphenylphosphino)ferrocene-palladium(II) dichloride dichloromethane). Solvent: O (water). Product: COC1=C(C=C(C=C1)C1=NN(C(=C1C)C)C)C (3-(4-methoxy-3-methyl-phenyl)-1,4,5-trimethyl-1H-pyrazole). RXN SMILES: [CH3:1][O:2][C:3]1[CH:8]=[CH:7][C:6]([C:9]2[C:13](Br)=[C:12]([CH3:15])[N:11]([CH3:16])[N:10]=2)=[CH:5][C:4]=1[CH3:17].O1CCOC[CH2:19]1.CB(O)O.P([O-])([O-])([O-])=O.[K+].[K+].[K+]>ClCCl.[Pd](Cl)Cl.C1(P(C2C=CC=CC=2)[C-]2C=CC=C2)C=CC=CC=1.[C-]1(P(C2C=CC=CC=2)C2C=CC=CC=2)C=CC=C1.[Fe+2].O>[CH3:1][O:2][C:3]1[CH:8]=[CH:7][C:6]([C:9]2[C:13]([CH3:19])=[C:12]([CH3:15])[N:11]([CH3:16])[N:10]=2)=[CH:5][C:4]=1[CH3:17] |f:3.4.5.6,7.8.9.10.11|. Procedure: A mixture of 3-(4-methoxy-3-methyl-phenyl)-4-bromo-1,5-dimethyl-1H-pyrazole (described in Reference Preparation example 64) 1.3 g, 1,4-dioxane 30 ml, water 5 ml, methylboronic acid 1.0 g, 1,1′-bis(diphenylphosphino)ferrocene-palladium(II) dichloride dichloromethane adducts 0.4 g and potassium phosphate 3.7 g was stirred with heating under reflux for nine hours. The reaction mixture was extracted with ethyl acetate. The organic layer was washed with water, and was dried over anhydrous magnesium s... Reactants: C(CCC)[Sn](Cl)(Cl)Cl (BuSnCl3), C(CCC)[Sn](Br)(Br)Br (BuSnBr3). The product is [Sn](CCCC)(CCCC)(CCCC)Br (Bu3SnBr). RXN SMILES: [CH2:1]([Sn](Cl)(Cl)Cl)[CH2:2][CH2:3][CH3:4].[CH2:9]([Sn:13]([Br:16])(Br)Br)[CH2:10][CH2:11][CH3:12]>>[Sn:13]([Br:16])([CH2:9][CH2:10][CH2:11][CH3:12])([CH2:1][CH2:2][CH2:3][CH3:4])[CH2:1][CH2:2][CH2:3][CH3:4]. Procedure: In place of the BuSnCl3 mentioned initially an equimolar amount of BuSnBr3 may be used to give Bu3SnBr in the same manner, but after 2.5 hours.